This data is from the Open Reaction Database (ORD), a public repository of structured organic reaction records. The task is: describe an organic reaction: reactants, conditions, products, and yield Reactants: FC(C(=O)N1C(O[C@@H]([C@H]1CF)C1=CC=C(C=C1)C=1C=CC(=NC1)C(CCNC(OC(C)(C)C)=O)=O)(C)C)F (tert-butyl (3-(5-(4-((4S,5R)-3-(2,2-difluoroacetyl)-4-(fluoromethyl)-2,2-dimethyloxazolidin-5-yl)phenyl)pyridin-2-yl)-3-oxopropyl)carbamate), FC(C(=O)O)(F)F (trifluoroacetic acid). The reagents and catalysts are O (water). The solvent is C1(=CC=CC=C1)C (toluene), C(Cl)Cl (methylene chloride). Conditions: time 30 minute. Product: NCCC(=O)C1=CC=C(C=N1)C1=CC=C(C=C1)[C@H]([C@@H](CF)NC(C(F)F)=O)O (N-((1R,2S)-1-(4-(6-(3-Aminopropanoyl)pyridin-3-yl)phenyl)-3-fluoro-1-hydroxypropan-2-yl)-2,2-difluoroacetamide). The yield is 62.7%. As a reaction SMILES: [F:1][CH:2]([F:38])[C:3]([N:5]1[C@H:9]([CH2:10][F:11])[C@@H:8]([C:12]2[CH:17]=[CH:16][C:15]([C:18]3[CH:19]=[CH:20][C:21]([C:24](=[O:35])[CH2:25][CH2:26][NH:27]C(=O)OC(C)(C)C)=[N:22][CH:23]=3)=[CH:14][CH:13]=2)[O:7]C1(C)C)=[O:4].FC(F)(F)C(O)=O>C(Cl)Cl.O.C1(C)C=CC=CC=1>[NH2:27][CH2:26][CH2:25][C:24]([C:21]1[N:22]=[CH:23][C:18]([C:15]2[CH:14]=[CH:13][C:12]([C@@H:8]([OH:7])[C@H:9]([NH:5][C:3](=[O:4])[CH:2]([F:38])[F:1])[CH2:10][F:11])=[CH:17][CH:16]=2)=[CH:19][CH:20]=1)=[O:35]. Procedure: A solution of the product of step 3, Example 28 (554 mg, 1 mmol) in methylene chloride (20 ml) at 0° C. is treated with trifluoroacetic acid (10 ml) and allowed to warm to room temperature. After 30 minutes, water (3 drops) is added. The reaction mixture is stirred at room temperature for 3 hours. The reaction mixture is then diluted with toluene and evaporated. The material is purified by HPLC (Gemini NX C18MP A=0.1% trifluoroacetic acid in water MP B=0.1% trifluoroacetic acod in acetonitrile, ... The reactants are BrC=1C=C2CCC(NC2=CC1F)=O (6-bromo-7-fluoro-3,4-dihydroquinolin-2(1H)-one), COC=1C=CC(=CC1)P2(=S)SP(=S)(S2)C=3C=CC(=CC3)OC (Lawesson's reagent). Solvent: C1(=CC=CC=C1)C (toluene). Run at temperature 100 celsius. The product is BrC=1C=C2CCC(NC2=CC1F)=S (6-bromo-7-fluoro-3,4-dihydroquinoline-2(1H)-thione). RXN SMILES: [Br:1][C:2]1[CH:3]=[C:4]2[C:9](=[CH:10][C:11]=1[F:12])[NH:8][C:7](=O)[CH2:6][CH2:5]2.COC1C=CC(P2(SP(C3C=CC(OC)=CC=3)(=S)S2)=[S:23])=CC=1>C1(C)C=CC=CC=1>[Br:1][C:2]1[CH:3]=[C:4]2[C:9](=[CH:10][C:11]=1[F:12])[NH:8][C:7](=[S:23])[CH2:6][CH2:5]2. Procedure details: To a stirred solution of 6-bromo-7-fluoro-3,4-dihydroquinolin-2(1H)-one (122-3; 13 g, 0.02 mol) in toluene (50 mL) was added Lawesson's reagent (21.54 g, 0.0532 mol). Reaction mass was refluxed at 100° C. for 12 h. The reaction mixture was concentrated and directly purified by silica gel column chromatography to obtain title compound. MS (M+1): 261.88. Reactants: ClC1=NC=C(C=C1NS(=O)(=O)C)C1=CC(=C2C=NN(C2=C1)S(=O)(=O)C1=CC=C(C=C1)C)C=1OC(=NN1)CN1CCOCC1 (N-(2-Chloro-5-{1-[(4-methylphenyl)sulfonyl]-4-[5-(4-morpholinylmethyl)-1,3,4-oxadiazol-2-yl]-1H-indazol-6-yl}-3-pyridinyl)methanesulfonamide), [OH-].[Na+] (sodium hydroxide). Run in O (water), C(C)(C)O (isopropanol). Conditions: time 8 hour. Yields the product ClC1=NC=C(C=C1NS(=O)(=O)C)C1=CC(=C2C=NNC2=C1)C=1OC(=NN1)CN1CCOCC1 (N-(2-Chloro-5-{4-[5-(4-morpholinylmethyl)-1,3,4-oxadiazol-2-yl]-1H-indazol-6-yl}-3-pyridinyl)methanesulfonamide). Isolated yield 20.2%. RXN SMILES: [Cl:1][C:2]1[C:7]([NH:8][S:9]([CH3:12])(=[O:11])=[O:10])=[CH:6][C:5]([C:13]2[CH:21]=[C:20]3[C:16]([CH:17]=[N:18][N:19]3S(C3C=CC(C)=CC=3)(=O)=O)=[C:15]([C:32]3[O:33][C:34]([CH2:37][N:38]4[CH2:43][CH2:42][O:41][CH2:40][CH2:39]4)=[N:35][N:36]=3)[CH:14]=2)=[CH:4][N:3]=1.[OH-].[Na+]>C(O)(C)C.O>[Cl:1][C:2]1[C:7]([NH:8][S:9]([CH3:12])(=[O:11])=[O:10])=[CH:6][C:5]([C:13]2[CH:21]=[C:20]3[C:16]([CH:17]=[N:18][NH:19]3)=[C:15]([C:32]3[O:33][C:34]([CH2:37][N:38]4[CH2:43][CH2:42][O:41][CH2:40][CH2:39]4)=[N:35][N:36]=3)[CH:14]=2)=[CH:4][N:3]=1 |f:1.2|. Procedure: N-(2-Chloro-5-{1-[(4-methylphenyl)sulfonyl]-4-[5-(4-morpholinylmethyl)-1,3,4-oxadiazol-2-yl]-1H-indazol-6-yl}-3-pyridinyl)methanesulfonamide (52 mg, 0.081 mmol) was placed in isopropanol (3 ml) and 2M sodium hydroxide (1 ml, 2.0 mmol) added. The mixture was stirred at room temperature overnight and blown to dryness under a stream of nitrogen. The mixture was dissolved in water (10 ml) and washed with dichloromethane (10 ml). The organic layer was acidified by the addition of 2M hydrochloric acid... Starting materials: ClC=1C=C(CNC(CC#N)=O)C=CC1Cl (N-(3,4-dichlorobenzyl)-2-cyanoacetamide), COC=CC(C)=O (4-methoxy-3-buten-2-one), N12CCN(CC1)CC2 (1,4-diazabicyclo (2.2.2) octane). The solvent is COCCO (2-methoxyethanol). Yields the product ClC=1C=C(CN2C(C(=CC=C2C)C#N)=O)C=CC1Cl (1-(3,4-dichlorobenzyl)-3-cyano-6-methylpyrid-2-one). Isolated yield 62.0%. RXN SMILES: [Cl:1][C:2]1[CH:3]=[C:4]([CH:12]=[CH:13][C:14]=1[Cl:15])[CH2:5][NH:6][C:7](=[O:11])[CH2:8][C:9]#[N:10].CO[CH:18]=[CH:19][C:20](=O)[CH3:21].N12CCN(CC1)CC2>COCCO>[Cl:1][C:2]1[CH:3]=[C:4]([CH:12]=[CH:13][C:14]=1[Cl:15])[CH2:5][N:6]1[C:20]([CH3:21])=[CH:19][CH:18]=[C:8]([C:9]#[N:10])[C:7]1=[O:11]. Procedure details: A solution of 49.7 g. (0.204 mole) of N-(3,4-dichlorobenzyl)-2-cyanoacetamide, 48.0 g. (0.48 mole) of 4-methoxy-3-buten-2-one, and 4 g. of 1,4-diazabicyclo (2.2.2) octane (DABCO) in 160 ml. of 2-methoxyethanol is refluxed for 4 hr. The dark reaction mixture is then concentrated in vacuo and the crude solid is isolated by filtration from the resulting slurry and washed with ether. The crude product is dissolved in methylene chloride and the organic solution is washed with water, 2N-HCl and finall... The reactants are COC=1C=C(C=CC1OC)SCCCCOC=1C=CC2=C(C(OC(N2)=O)(C)C)C1 (6-[4-(3,4-dimethoxy-phenylmercapto)-butoxy]-4,4-dimethyl-4H-3,1-benzoxazin-2-one), OO (hydrogen peroxide). As a reaction SMILES: [CH3:1][O:2][C:3]1[CH:4]=[C:5]([S:11][CH2:12][CH2:13][CH2:14][CH2:15][O:16][C:17]2[CH:18]=[CH:19][C:20]3[NH:25][C:24](=[O:26])[O:23][C:22]([CH3:28])([CH3:27])[C:21]=3[CH:29]=2)[CH:6]=[CH:7][C:8]=1[O:9][CH3:10].[OH:30]O>>[CH3:1][O:2][C:3]1[CH:4]=[C:5]([S:11]([CH2:12][CH2:13][CH2:14][CH2:15][O:16][C:17]2[CH:18]=[CH:19][C:20]3[NH:25][C:24](=[O:26])[O:23][C:22]([CH3:27])([CH3:28])[C:21]=3[CH:29]=2)=[O:30])[CH:6]=[CH:7][C:8]=1[O:9][CH3:10]. Yields the product COC=1C=C(C=CC1OC)S(=O)CCCCOC=1C=CC2=C(C(OC(N2)=O)(C)C)C1 (6-[4-(3,4-Dimethoxy-phenylsulfinyl)-butoxy]-4,4-dimethyl-4H-3,1-benzoxazin-2-one). Reported procedure: Prepared analogously to Example 2 from 6-[4-(3,4-dimethoxy-phenylmercapto)-butoxy]-4,4-dimethyl-4H-3,1-benzoxazin-2-one and hydrogen peroxide. The reactants are C1(=CC=CC=C1)[Li] (phenyllithium), BrC1=CSC=C1 (3-bromothiophene), resultant solution, COC=1C=C(C(=O)Cl)C=CC1 (m-methoxybenzoyl chloride). Run in CCOCC (ether), O1CCCC1 (tetrahydrofuran). Run at time 8 hour. The product is BrC1=C(SC=C1)C(=O)C1=CC(=CC=C1)OC ((3-Bromothien-2-yl) (3-methoxyphenyl)methanone). Isolated yield 74.1%. RXN SMILES: C1([Li])C=CC=CC=1.[Br:8][C:9]1[CH:13]=[CH:12][S:11][CH:10]=1.[CH3:14][O:15][C:16]1[CH:17]=[C:18]([CH:22]=[CH:23][CH:24]=1)[C:19](Cl)=[O:20]>CCOCC.O1CCCC1>[Br:8][C:9]1[CH:13]=[CH:12][S:11][C:10]=1[C:19]([C:18]1[CH:22]=[CH:23][CH:24]=[C:16]([O:15][CH3:14])[CH:17]=1)=[O:20]. Procedure: A solution of phenyllithium (210 ml, 2.1M in cyclohexane) was added dropwise to a solution of 66 g of 3-bromothiophene in 400 ml of anhydrous ether at 5° C. The entire process was conducted under nitrogen. After the addition, the solution was stirred overnight under nitrogen. The resultant solution was then added dropwise to a solution of m-methoxybenzoyl chloride (90 g) in 600 ml of tetrahydrofuran at -70° C. over two hours and thereafter stirring was continued for two hours at the same tempera...